From a dataset of the Open Reaction Database (ORD), a public repository of structured organic reaction records. describe an organic reaction: reactants, conditions, products, and yield The reactants are CN(C)C=O, CCOCc1nc2c(N)nc3ccccc3c2n1CCCl, [N-]=[N+]=[N-], [Na+], O. Yields the product CCOCc1nc2c(N)nc3ccccc3c2n1CCN=[N+]=[N-]. RXN SMILES: [CH3:27][N:28]([CH3:29])[CH:30]=[O:31].[Cl:5][CH2:6][CH2:7][n:8]1[c:9]([CH2:22][O:23][CH2:24][CH3:25])[n:10][c:11]2[c:12]([NH2:21])[n:13][c:14]3[cH:15][cH:16][cH:17][cH:18][c:19]3[c:20]12.[N-:2]=[N+:3]=[N-:4].[Na+:1].[OH2:26]>>[N:2](=[N+:3]=[N-:4])[CH2:6][CH2:7][n:8]1[c:9]([CH2:22][O:23][CH2:24][CH3:25])[n:10][c:11]2[c:12]([NH2:21])[n:13][c:14]3[cH:15][cH:16][cH:17][cH:18][c:19]3[c:20]12. Reactants: BrC1=CC=C(C(=O)CC#N)C=C1 (4-bromobenzoylacetonitrile), C(#N)[BH3-].[Na+] (sodium cyanoborohydride). Run in O (water), C(C)O (ethanol), C(C)(=O)O (acetic acid). Product: BrC1=CC=C(C=C1)C(CC#N)O (3-(4-bromophenyl)-3-hydroxypropanenitrile). Yield: 98.3%. Reaction SMILES: [Br:1][C:2]1[CH:12]=[CH:11][C:5]([C:6]([CH2:8][C:9]#[N:10])=[O:7])=[CH:4][CH:3]=1.C([BH3-])#N.[Na+]>C(O)C.C(O)(=O)C.O>[Br:1][C:2]1[CH:3]=[CH:4][C:5]([CH:6]([OH:7])[CH2:8][C:9]#[N:10])=[CH:11][CH:12]=1 |f:1.2|. Procedure: A suspension of 4-bromobenzoylacetonitrile (500 mg) in ethanol (5 mL) and acetic acid (300 μL) was heated with sodium cyanoborohydride (280 mg) using an 80° C. hot plate for 2 hours. After cooling to ambient temperature, the mixture was diluted with water and concentrated to a syrup, which was diluted with ethyl acetate and washed with water, sat. NaHCO3, and brine. The extract was dried with mgSO4, filtered, and evaporated to provide 510 mg of a cloudy oil, which was filtered through silica gel... Reactants: product, BrC1=C2CNC(C2=CC=C1)=O (4-bromo-2,3-dihydroisoindole-1-on), FC=1C=C(C=C(C1)OC(F)(F)F)C1=CC(=NN1C=1C=NC=CC1)C1=NC=CC2=C1CNC2=O (4-{5-[3-fluoro-5-(trifluoromethoxy)phenyl]-1-(pyridine-3-yl)-1H-pyrazole-3-yl}-2,3-dihydro-1H-pyrrolo[3,4-c]pyridine-1-one), ClC1=NC=CC2=C1CNC2=O (4-chloro-2,3-dihydro-1H-pyrrolo[3,4-c]pyridine-1-one). The product is FC=1C=C(C=C(C1)OC(F)(F)F)C1=CC(=NN1C=1C=NC=CC1)C1=C2CNC(C2=CC=C1)=O (4-{5-[3-fluoro-5-(trifluoromethoxy)phenyl]-1-(pyridine-3-yl)-1H-pyrazole-3-yl}-2,3-dihydro-1H-isoindole-1-one). RXN SMILES: [F:1][C:2]1[CH:3]=[C:4]([C:13]2[N:17]([C:18]3[CH:19]=[N:20][CH:21]=[CH:22][CH:23]=3)[N:16]=[C:15]([C:24]3[C:29]4[CH2:30][NH:31][C:32](=[O:33])[C:28]=4[CH:27]=[CH:26]N=3)[CH:14]=2)[CH:5]=[C:6]([O:8][C:9]([F:12])([F:11])[F:10])[CH:7]=1.Cl[C:35]1C2CNC(=O)C=2C=CN=1.BrC1C=CC=C2C=1CNC2=O>>[F:1][C:2]1[CH:3]=[C:4]([C:13]2[N:17]([C:18]3[CH:19]=[N:20][CH:21]=[CH:22][CH:23]=3)[N:16]=[C:15]([C:24]3[CH:35]=[CH:26][CH:27]=[C:28]4[C:29]=3[CH2:30][NH:31][C:32]4=[O:33])[CH:14]=2)[CH:5]=[C:6]([O:8][C:9]([F:12])([F:10])[F:11])[CH:7]=1. Reported procedure: The synthesis of the title compound is performed starting from 100 mg (0.25 mmol) of the product from step 3 of the compound from example 6 in a manner analogous to step 4 from example 6, whereby instead of the compound from example 22A, 4-bromo-2,3-dihydroisoindole-1-on (63 mg, 0.30 mmol) is used. This produces 64 mg (56% of theoretical yield) of the title compound. Yields the product CC(=O)OC1OC(C)C(OC(C)=O)C1OC(C)=O. RXN SMILES: [C:1]([CH3:2])(=[O:3])[O:4][CH:5]1[CH:6]([O:7][CH3:8])[O:9][CH:10]([CH3:16])[CH:11]1[O:12][C:13]([CH3:14])=[O:15].[CH3:17][C:18]([O:19][C:20](=[O:21])[CH3:22])=[O:23].[OH2:29].[S:24](=[O:25])(=[O:26])([OH:27])[OH:28]>>[C:1]([CH3:2])(=[O:3])[O:4][CH:5]1[CH:6]([O:7][C:8]([CH3:17])=[O:29])[O:9][CH:10]([CH3:16])[CH:11]1[O:12][C:13]([CH3:14])=[O:15]. The reactants are COC1OC(C)C(OC(C)=O)C1OC(C)=O, CC(=O)OC(C)=O, O, O=S(=O)(O)O. The reactants are FC1=C(N)C=CC(=C1)F (2,4-difluoroaniline), BrBr (Br2). The product is BrC1=C(N)C(=CC(=C1)F)F (2-bromo-4,6-difluoroaniline). As a reaction SMILES: [F:1][C:2]1[CH:8]=[C:7]([F:9])[CH:6]=[CH:5][C:3]=1[NH2:4].[Br:10]Br>>[Br:10][C:5]1[CH:6]=[C:7]([F:9])[CH:8]=[C:2]([F:1])[C:3]=1[NH2:4]. Procedure: reacting 2,4-difluoroaniline with Br2 so as to form 2-bromo-4,6-difluoroaniline.HBr; Reactants: CC1(OC(=O)Oc2ccccn2)CCCC1, C1CCOC1, CCOC(C)=O, CCN(C(C)C)C(C)C, Cl, C=CC1CC1(NC(=O)C1CC(SC(C)C)(c2ccc(-c3ccccc3)cc2)CN1C(=O)C(N)C(C)(C)C)C(=O)NS(=O)(=O)C1CC1. Yields the product C=CC1CC1(NC(=O)C1CC(SC(C)C)(c2ccc(-c3ccccc3)cc2)CN1C(=O)C(NC(=O)OC1(C)CCCC1)C(C)(C)C)C(=O)NS(=O)(=O)C1CC1. RXN SMILES: [C:48]([O:49][C:50]1([CH3:55])[CH2:51][CH2:52][CH2:53][CH2:54]1)([O:56][c:58]1[cH:59][cH:60][cH:61][cH:62][n:63]1)=[O:57].[CH2:73]1[O:74][CH2:75][CH2:76][CH2:77]1.[CH3:78][CH2:79][O:80][C:81]([CH3:82])=[O:83].[CH:64]([N:65]([CH2:66][CH3:67])[CH:68]([CH3:69])[CH3:70])([CH3:71])[CH3:72].[ClH:47].[NH2:1][CH:2]([C:3](=[O:4])[N:5]1[CH:6]([C:26](=[O:27])[NH:28][C:29]2([C:34]([NH:35][S:36](=[O:37])(=[O:38])[CH:39]3[CH2:40][CH2:41]3)=[O:42])[CH:30]([CH:32]=[CH2:33])[CH2:31]2)[CH2:7][C:8]([S:10][CH:11]([CH3:12])[CH3:13])([c:14]2[cH:15][cH:16][c:17](-[c:20]3[cH:21][cH:22][cH:23][cH:24][cH:25]3)[cH:18][cH:19]2)[CH2:9]1)[C:43]([CH3:44])([CH3:45])[CH3:46]>>[NH:1]([CH:2]([C:3](=[O:4])[N:5]1[CH:6]([C:26](=[O:27])[NH:28][C:29]2([C:34]([NH:35][S:36](=[O:37])(=[O:38])[CH:39]3[CH2:40][CH2:41]3)=[O:42])[CH:30]([CH:32]=[CH2:33])[CH2:31]2)[CH2:7][C:8]([S:10][CH:11]([CH3:12])[CH3:13])([c:14]2[cH:15][cH:16][c:17](-[c:20]3[cH:21][cH:22][cH:23][cH:24][cH:25]3)[cH:18][cH:19]2)[CH2:9]1)[C:43]([CH3:44])([CH3:45])[CH3:46])[C:48]([O:49][C:50]1([CH3:55])[CH2:51][CH2:52][CH2:53][CH2:54]1)=[O:56]. Starting materials: [Al+3], C1CCOC1, [H-], [H-], [H-], [H-], [Li+], [Na+], O=C(c1cc([N+](=O)[O-])cc(C(F)(F)F)c1)N1CCOCC1, [OH-]. Product: O=[N+]([O-])c1cc(CN2CCOCC2)cc(C(F)(F)F)c1. Reaction SMILES: [Al+3:23].[CH2:30]1[O:31][CH2:32][CH2:33][CH2:34]1.[H-:22].[H-:25].[H-:26].[H-:27].[Li+:24].[Na+:29].[O:1]1[CH2:2][CH2:3][N:4]([C:7](=[O:8])[c:9]2[cH:10][c:11]([N+:19](=[O:20])[O-:21])[cH:12][c:13]([C:15]([F:16])([F:17])[F:18])[cH:14]2)[CH2:5][CH2:6]1.[OH-:28]>>[O:1]1[CH2:2][CH2:3][N:4]([CH2:7][c:9]2[cH:10][c:11]([N+:19](=[O:20])[O-:21])[cH:12][c:13]([C:15]([F:16])([F:17])[F:18])[cH:14]2)[CH2:5][CH2:6]1. Starting materials: C(C)B(CC)CC (triethylborane), CCCCCCC (heptane), C(C(C)(C)C)(=O)O (pivalic acid), FC1=C(C=C(C=C1)C1=C(C(=CC(=C1)C)C)/C=C/C(CC(CC(=O)OC)=O)O)C (methyl (E)-7-(4'-fluoro-3,3',5-trimethyl[1,1'-biphenyl]-2-yl)-5-hydroxy-3-oxo-6-heptenoate), [BH4-].[Na+] (Sodium borohydride), [BH4-].[Na+] (sodium borohydride). Run in O1CCCC1 (tetrahydrofuran), CO (methanol). Reaction conditions: time 90 minute. Yields the product FC1=C(C=C(C=C1)C1=C(C(=CC(=C1)C)C)/C=C/C(CC(CC(=O)OC)O)O)C (Methyl (E)-7-(4'-Fluoro-3,3',5-trimethyl[1,1'-biphenyl]-2-yl)-3,5-dihydroxy-6-heptenoate). Reaction SMILES: C(B(CC)CC)C.CCCCCCC.C(O)(=O)C(C)(C)C.[F:22][C:23]1[CH:28]=[CH:27][C:26]([C:29]2[CH:34]=[C:33]([CH3:35])[CH:32]=[C:31]([CH3:36])[C:30]=2/[CH:37]=[CH:38]/[CH:39]([OH:48])[CH2:40][C:41](=[O:47])[CH2:42][C:43]([O:45][CH3:46])=[O:44])=[CH:25][C:24]=1[CH3:49].[BH4-].[Na+]>CO.O1CCCC1>[F:22][C:23]1[CH:28]=[CH:27][C:26]([C:29]2[CH:34]=[C:33]([CH3:35])[CH:32]=[C:31]([CH3:36])[C:30]=2/[CH:37]=[CH:38]/[CH:39]([OH:48])[CH2:40][CH:41]([OH:47])[CH2:42][C:43]([O:45][CH3:46])=[O:44])=[CH:25][C:24]=1[CH3:49] |f:4.5|. Procedure: Into a glass vessel under nitrogen at ambient temperature with stirring was charged a solution of triethylborane in heptane (49.4 ml, 52.5 mmole; 15 percent w/w) and pivalic acid (255 mg, 2.5 mmole). After 90 minutes, methyl (E)-7-(4'-fluoro-3,3',5-trimethyl[1,1'-biphenyl]-2-yl)-5-hydroxy-3-oxo-6-heptenoate (19.2 g, 50.0 mmole) was charged and then dry tetrahydrofuran (170 ml) was added. After 60 minutes, the solution was cooled to -78° C. and methanol (45 ml) was added dropwise. Sodium borohydr... The reactants are COC(=O)C#CC(=O)OC, CO, CCCOc1ccc(N)cc1C1=NC(=O)C2=NN=NC2=N1. Product: CCCOc1ccc(NC(=CC(=O)OC)C(=O)OC)cc1C1=NC(=O)C2=NN=NC2=N1. RXN SMILES: [C:22](#[C:23][C:24](=[O:25])[O:26][CH3:27])[C:28](=[O:29])[O:30][CH3:31].[CH3:32][OH:33].[NH2:1][c:2]1[cH:3][cH:4][c:5]([O:18][CH2:19][CH2:20][CH3:21])[c:6]([C:8]2=[N:9][C:10](=[O:17])[C:11]3=[N:12][N:13]=[N:14][C:15]3=[N:16]2)[cH:7]1>>[NH:1]([c:2]1[cH:3][cH:4][c:5]([O:18][CH2:19][CH2:20][CH3:21])[c:6]([C:8]2=[N:9][C:10](=[O:17])[C:11]3=[N:12][N:13]=[N:14][C:15]3=[N:16]2)[cH:7]1)[C:23](=[CH:22][C:28](=[O:29])[O:30][CH3:31])[C:24](=[O:25])[O:26][CH3:27]. Reactants: [BH4-], Cc1cc(O[Si](C)(C)C(C)(C)C)c(Cl)c(C)c1-c1cccc(C=O)c1, CO, [Na+], C1CCOC1, O. Yields the product Cc1cc(O[Si](C)(C)C(C)(C)C)c(Cl)c(C)c1-c1cccc(CO)c1. As a reaction SMILES: [BH4-:28].[C:1]([CH3:2])([CH3:3])([CH3:4])[Si:5]([O:6][c:7]1[c:8]([Cl:23])[c:9]([CH3:22])[c:10](-[c:14]2[cH:15][c:16]([CH:20]=[O:21])[cH:17][cH:18][cH:19]2)[c:11]([CH3:13])[cH:12]1)([CH3:24])[CH3:25].[CH3:26][OH:27].[Na+:29].[O:31]1[CH2:32][CH2:33][CH2:34][CH2:35]1.[OH2:30]>>[C:1]([CH3:2])([CH3:3])([CH3:4])[Si:5]([O:6][c:7]1[c:8]([Cl:23])[c:9]([CH3:22])[c:10](-[c:14]2[cH:15][c:16]([CH2:20][OH:21])[cH:17][cH:18][cH:19]2)[c:11]([CH3:13])[cH:12]1)([CH3:24])[CH3:25].